This data is from the Open Reaction Database (ORD), a public repository of structured organic reaction records. The task is: describe an organic reaction: reactants, conditions, products, and yield Reactants: FC(F)(F)I (trifluoromethyl iodide), N1=CC=CC=C1 (pyridine). Reaction conditions: temperature 180 celsius. Product: FC(F)(F)C1=NC=CC=C1 (trifluoromethyl pyridine). Yield: 19.9%. RXN SMILES: [F:1][C:2](I)([F:4])[F:3].[N:6]1[CH:11]=[CH:10][CH:9]=[CH:8][CH:7]=1>>[F:1][C:2]([C:7]1[CH:8]=[CH:9][CH:10]=[CH:11][N:6]=1)([F:4])[F:3]. Reported procedure: In the same reaction vessel as used in Example 1, 15.82 g of pyridine and 7.83 g of trifluoromethyl iodide were mixed. The vessel was airtightly sealed and heated at 180° C. for 24 hours. After the reaction, the reactor was cooled to room temperature. Thereafter, the reaction mixture was removed from the cooled vessel and treated by following the procedure of Example 1. Consequently, there was obtained 1.17 g (19.90% of theoretical value) of trifluoromethyl pyridine. This substance was found to ... The reactants are CC(=O)Nc1c(Br)cccc1[N+](=O)[O-], O=C([O-])[O-], CC1(C)OB(c2ccncc2)OC1(C)C, COCCOC, [Na+], [Na+], O, c1ccc(P(c2ccccc2)(c2ccccc2)[Pd](P(c2ccccc2)(c2ccccc2)c2ccccc2)(P(c2ccccc2)(c2ccccc2)c2ccccc2)P(c2ccccc2)(c2ccccc2)c2ccccc2)cc1. Product: CC(=O)Nc1c(-c2ccncc2)cccc1[N+](=O)[O-]. Reaction SMILES: [Br:1][c:2]1[c:3]([NH:11][C:12]([CH3:13])=[O:14])[c:4]([N+:8](=[O:9])[O-:10])[cH:5][cH:6][cH:7]1.[C:30](=[O:31])([O-:32])[O-:33].[CH3:15][C:16]1([CH3:17])[C:18]([CH3:19])([CH3:20])[O:21][B:22]([c:23]2[cH:24][cH:25][n:26][cH:27][cH:28]2)[O:29]1.[CH3:36][O:37][CH2:38][CH2:39][O:40][CH3:41].[Na+:34].[Na+:35].[OH2:119].[cH:42]1[cH:43][cH:44][c:45]([P:46]([Pd:47]([P:48]([c:49]2[cH:50][cH:51][cH:52][cH:53][cH:54]2)([c:55]2[cH:56][cH:57][cH:58][cH:59][cH:60]2)[c:61]2[cH:62][cH:63][cH:64][cH:65][cH:66]2)([P:67]([c:68]2[cH:69][cH:70][cH:71][cH:72][cH:73]2)([c:74]2[cH:75][cH:76][cH:77][cH:78][cH:79]2)[c:80]2[cH:81][cH:82][cH:83][cH:84][cH:85]2)[P:86]([c:87]2[cH:88][cH:89][cH:90][cH:91][cH:92]2)([c:93]2[cH:94][cH:95][cH:96][cH:97][cH:98]2)[c:99]2[cH:100][cH:101][cH:102][cH:103][cH:104]2)([c:105]2[cH:106][cH:107][cH:108][cH:109][cH:110]2)[c:111]2[cH:112][cH:113][cH:114][cH:115][cH:116]2)[cH:117][cH:118]1>>[c:2]1(-[c:23]2[cH:24][cH:25][n:26][cH:27][cH:28]2)[c:3]([NH:11][C:12]([CH3:13])=[O:14])[c:4]([N+:8](=[O:9])[O-:10])[cH:5][cH:6][cH:7]1. Reactants: FC(C)(OC1=CC=C(C=C1)[N+](=O)[O-])F (1-(1,1-difluoroethoxy)-4-nitrobenzene). Reagents/catalysts: [Ni] (Ni). Solvent: CCO (EtOH). Yields the product FC(C)(OC1=CC=C(N)C=C1)F (4-(1,1-Difluoroethoxy)aniline). RXN SMILES: [F:1][C:2]([F:14])([O:4][C:5]1[CH:10]=[CH:9][C:8]([N+:11]([O-])=O)=[CH:7][CH:6]=1)[CH3:3]>CCO.[Ni]>[F:1][C:2]([F:14])([O:4][C:5]1[CH:10]=[CH:9][C:8]([NH2:11])=[CH:7][CH:6]=1)[CH3:3]. Reported procedure: A solution of 1-(1,1-difluoroethoxy)-4-nitrobenzene (Stage 30.4, 2.95 g, 13.94 mmol) in EtOH (100 mL) was hydrogenated (Raney Ni 1.0 g; 26.5 h at RT). The RM was filtered through Hyflo® and the solvent was evaporated off under reduced pressure to give the crude title product as a brown oil. HPLC (Condition 5) tR=4.5 min, UPLC-MS (Condition 3) tR=0.74 min, m/z=174.1 [M+H]+. Starting materials: CC(C)(C)OC(=O)N1CCC(N2CCC2)C(C(N)=O)C1, ClCCl, O=C(O)C(F)(F)F. Product: NC(=O)C1CNCCC1N1CCC1. RXN SMILES: [C:1]([O:2][C:3](=[O:4])[N:8]1[CH2:9][CH:10]([C:18]([NH2:19])=[O:20])[CH:11]([N:14]2[CH2:15][CH2:16][CH2:17]2)[CH2:12][CH2:13]1)([CH3:5])([CH3:6])[CH3:7].[Cl:28][CH2:29][Cl:30].[F:21][C:22]([F:23])([F:24])[C:25]([OH:26])=[O:27]>>[NH:8]1[CH2:9][CH:10]([C:18]([NH2:19])=[O:20])[CH:11]([N:14]2[CH2:15][CH2:16][CH2:17]2)[CH2:12][CH2:13]1. Reactants: COC1=C(C(=CC=C1)OC)C1CCCC(N1)=O (6-(2,6-dimethoxyphenyl)piperidin-2-one), BrCC=1C=CC(=NC1)OC(F)F (5-(bromomethyl)-2-(difluoromethoxy)pyridine). Yields the product FC(OC1=CC=C(C=N1)CN1C(CCCC1C1=C(C=CC=C1OC)OC)=O)F (1-((6-(difluoromethoxy)pyridin-3-yl)methyl)-6-(2,6-dimethoxyphenyl)piperidin-2-one). RXN SMILES: [CH3:1][O:2][C:3]1[CH:8]=[CH:7][CH:6]=[C:5]([O:9][CH3:10])[C:4]=1[CH:11]1[NH:16][C:15](=[O:17])[CH2:14][CH2:13][CH2:12]1.Br[CH2:19][C:20]1[CH:21]=[CH:22][C:23]([O:26][CH:27]([F:29])[F:28])=[N:24][CH:25]=1>>[F:29][CH:27]([F:28])[O:26][C:23]1[N:24]=[CH:25][C:20]([CH2:19][N:16]2[CH:11]([C:4]3[C:5]([O:9][CH3:10])=[CH:6][CH:7]=[CH:8][C:3]=3[O:2][CH3:1])[CH2:12][CH2:13][CH2:14][C:15]2=[O:17])=[CH:21][CH:22]=1. Reported procedure: Prepared according to the described general procedure 4 (GP4) by reaction of 6-(2,6-dimethoxyphenyl)piperidin-2-one with 5-(bromomethyl)-2-(difluoromethoxy)pyridine. Subsequent purification by preparative HPLC afforded the target compound. LC-MS (conditions D): tR=1.03 min.; [M+H]+: 393.53 g/mol. The reactants are BrC=1C=C(C=O)C=CC1 (3-bromobenzaldehyde), C(C)#N (acetonitrile), C(C)(C)[N-]C(C)C.[Li+] (lithium diisopropylamide), solution. Run in C1CCOC1 (THF), C1CCOC1 (THF), C1CCOC1 (THF). Product: BrC=1C=C(C=CC1)C(CC#N)O (3-(3-bromophenyl)-3-hydroxypropanenitrile). Reaction SMILES: [C:1](#[N:3])[CH3:2].C([N-]C(C)C)(C)C.[Li+].[Br:12][C:13]1[CH:14]=[C:15]([CH:18]=[CH:19][CH:20]=1)[CH:16]=[O:17]>C1COCC1>[Br:12][C:13]1[CH:14]=[C:15]([CH:16]([OH:17])[CH2:2][C:1]#[N:3])[CH:18]=[CH:19][CH:20]=1 |f:1.2|. Procedure: To a −78° C. solution of acetonitrile (1.05 mL, 20 mmol) in anhydrous THF (25 mL) under argon, was added lithium diisopropylamide (11 mL of a 2 M solution in THF, 22 mmol) dropwise. The resulting mixture was stirred at −78° C. for 15 min A solution of 3-bromobenzaldehyde (7) (2.78 g, 15 mmol) in anhydrous THF (10 mL) was added dropwise. The reaction mixture was allowed to warm to room temperature, then concentrated under reduced pressure and diluted with EtOAc (75 mL). The solution was washed wi... Reactants: C(C1=CC=CC=C1)OC(=O)C=1SC(=C(C1)C)C=O (5-formyl-4-methylthiophene-2-carboxylic acid benzyl ester), C(C)(C)(C)OC(CP(=O)(OCC)OCC)=O (diethylphosphonoacetic acid tert-butyl ester), [H-].[Na+] (sodium hydride). Solvent: O1CCCC1 (tetrahydrofuran), O1CCCC1 (tetrahydrofuran), O1CCCC1 (tetrahydrofuran). Run at temperature 0 celsius. Product: C(C)(C)(C)OC(\C=C\C=1SC(=CC1C)C(=O)OCC1=CC=CC=C1)=O ((E)-3-(5-benzyloxycarbonyl-3-methylthiophen-2-yl)-2-propenoic acid tert-butyl ester). Yield: 84.9%. Reaction SMILES: [C:1]([O:5][C:6](=[O:16])[CH2:7]P(OCC)(OCC)=O)([CH3:4])([CH3:3])[CH3:2].[H-].[Na+].[CH2:19]([O:26][C:27]([C:29]1[S:30][C:31]([CH:35]=O)=[C:32]([CH3:34])[CH:33]=1)=[O:28])[C:20]1[CH:25]=[CH:24][CH:23]=[CH:22][CH:21]=1>O1CCCC1>[C:1]([O:5][C:6](=[O:16])/[CH:7]=[CH:35]/[C:31]1[S:30][C:29]([C:27]([O:26][CH2:19][C:20]2[CH:25]=[CH:24][CH:23]=[CH:22][CH:21]=2)=[O:28])=[CH:33][C:32]=1[CH3:34])([CH3:2])([CH3:3])[CH3:4] |f:1.2|. Procedure: A solution of diethylphosphonoacetic acid tert-butyl ester (0.44 g, 1.74 mmol) in tetrahydrofuran (3 mL) was added dropwise to a suspension of 60% sodium hydride (0.055 g, 1.38 mmol) in tetrahydrofuran (15 mL) with stirring at 0° C. After stirring at room temperature for 30 minutes, a solution of 5-formyl-4-methylthiophene-2-carboxylic acid benzyl ester (0.3 g, 1.15 mmol) obtained in step 2 in tetrahydrofuran (3 mL) was added dropwise at 0° C. After stirring at room temperature for 2 hours, the ... Reactants: CC(C)=CCCC(C)=CCBr, CO, [Na+], [OH-], O, S. Product: CC(C)=CCCC(C)=CCS. As a reaction SMILES: [Br:6][CH2:7][CH:8]=[C:9]([CH2:10][CH2:11][CH:12]=[C:13]([CH3:14])[CH3:15])[CH3:16].[CH3:3][OH:4].[Na+:2].[OH-:1].[OH2:17].[SH2:5]>>[SH:5][CH2:7][CH:8]=[C:9]([CH2:10][CH2:11][CH:12]=[C:13]([CH3:14])[CH3:15])[CH3:16]. The reactants are O=C1c2ccccc2C(=O)N1CCCCBr, CC(=N)[O-], CO, CCOC(C)=O, ClC(Cl)Cl, [Cl-], [H-], [NH4+], [Na+], C1CCOC1, CCOC(C)=NO. The product is CCOC(C)=NOCCCCN1C(=O)c2ccccc2C1=O. RXN SMILES: [Br:10][CH2:11][CH2:12][CH2:13][CH2:14][N:15]1[C:16](=[O:25])[c:17]2[c:18]([cH:21][cH:22][cH:23][cH:24]2)[C:19]1=[O:20].[C:26](=[NH:27])([O-:28])[CH3:29].[CH3:37][OH:38].[CH3:39][CH2:40][O:41][C:42](=[O:43])[CH3:44].[CH:45]([Cl:46])([Cl:47])[Cl:48].[Cl-:30].[H-:1].[NH4+:31].[Na+:2].[O:32]1[CH2:33][CH2:34][CH2:35][CH2:36]1.[OH:3][N:4]=[C:5]([CH3:6])[O:7][CH2:8][CH3:9]>>[O:3]([N:4]=[C:5]([CH3:6])[O:7][CH2:8][CH3:9])[CH2:11][CH2:12][CH2:13][CH2:14][N:15]1[C:16](=[O:25])[c:17]2[c:18]([cH:21][cH:22][cH:23][cH:24]2)[C:19]1=[O:20]. Starting materials: NC=1C=C(C=C2C=C(C=C(C12)S(=O)(=O)O)S(=O)(=O)O)S(=O)(=O)O (8-amino-1,3,6-naphthalenetrisulfonic acid), C1=CC(=CC=C1N=NC2C(=NN(C2=O)C3=CC=C(C=C3)S(=O)(=O)[O-])C(=O)[O-])S(=O)(=O)[O-].[Na+].[Na+].[Na+] (trisodium salt), C([O-])([O-])=O.[Na+].[Na+] (sodium carbonate), [N+](=O)([O-])C=1C=C(C=CC1)S(=O)(=O)Cl (m-nitrobenzenesulfonyl chloride), C([O-])([O-])=O.[Na+].[Na+] (sodium carbonate), [N+](=O)([O-])C=1C=C(C=CC1)S(=O)(=O)Cl (m-nitrobenzenesulfonyl chloride). Solvent: O (water). Reaction conditions: time 16 hour. Yields the product [N+](=O)([O-])C=1C=C(C=CC1)S(=O)(=O)NC=1C=C(C=C2C=C(C=C(C12)S(=O)(=O)O)S(=O)(=O)O)S(=O)(=O)O (8-m-nitrobenzenesulfonamido-1,3,6-naphthalenetrisulfonic acid). Isolated yield 80.4%. RXN SMILES: [NH2:1][C:2]1[CH:3]=[C:4]([S:20]([OH:23])(=[O:22])=[O:21])[CH:5]=[C:6]2[C:11]=1[C:10]([S:12]([OH:15])(=[O:14])=[O:13])=[CH:9][C:8]([S:16]([OH:19])(=[O:18])=[O:17])=[CH:7]2.C1C(N=NC2C(=O)N(C3C=CC(S([O-])(=O)=O)=CC=3)N=C2C([O-])=O)=CC=C(S([O-])(=O)=O)C=1.[Na+].[Na+].[Na+].C(=O)([O-])[O-].[Na+].[Na+].[N+:64]([C:67]1[CH:68]=[C:69]([S:73](Cl)(=[O:75])=[O:74])[CH:70]=[CH:71][CH:72]=1)([O-:66])=[O:65]>O>[N+:64]([C:67]1[CH:68]=[C:69]([S:73]([NH:1][C:2]2[CH:3]=[C:4]([S:20]([OH:23])(=[O:22])=[O:21])[CH:5]=[C:6]3[C:11]=2[C:10]([S:12]([OH:15])(=[O:14])=[O:13])=[CH:9][C:8]([S:16]([OH:19])(=[O:17])=[O:18])=[CH:7]3)(=[O:75])=[O:74])[CH:70]=[CH:71][CH:72]=1)([O-:66])=[O:65] |f:1.2.3.4,5.6.7|. Procedure: To a stirred solution of 21.9 g of 8-amino-1,3,6-naphthalenetrisulfonic acid, trisodium salt and 11.4 g of anhydrous sodium carbonate in 280 ml of water is added 24.0 g of m-nitrobenzenesulfonyl chloride. The mixture is stirred at room temperature for 16 hours, then an additional 1.0 g of sodium carbonate and 2.0 g of m-nitrobenzenesulfonyl chloride are added and stirring is continued for 3 hours longer. The mixture is evaporated and the residue is dissolved in 200 ml of water. A copious amount ...